Dataset: the Open Reaction Database (ORD), a public repository of structured organic reaction records. Task: describe an organic reaction: reactants, conditions, products, and yield The reactants are O=C1N(CCC1)C(=O)OC(C)(C)C (tert-Butyl 2-oxopyrrolidine-1-carboxylate), BrCC1=CC=C(C=C1)Cl (1-(bromomethyl)-4-chlorobenzene), C1CCOC1 (THF), [Li+].C[Si](C)(C)[N-][Si](C)(C)C (LHMDS), C1CCOC1 (THF), [Li+].C[Si](C)(C)[N-][Si](C)(C)C (LHMDS), C1CCOC1 (THF). Conditions: time 45 minute. Yields the product C(C)(C)(C)OC(=O)NCCC(C(=O)O)CC1=CC=C(C=C1)Cl (4-(tert-butoxycarbonylamino)-2-(4-chlorobenzyl)butanoic acid). Isolated yield 9.4%. RXN SMILES: [Li+].C[Si]([N-][Si](C)(C)C)(C)C.[O:11]=[C:12]1[CH2:16][CH2:15][CH2:14][N:13]1[C:17]([O:19][C:20]([CH3:23])([CH3:22])[CH3:21])=[O:18].Br[CH2:25][C:26]1[CH:31]=[CH:30][C:29]([Cl:32])=[CH:28][CH:27]=1.C1C[O:36]CC1>>[C:20]([O:19][C:17]([NH:13][CH2:14][CH2:15][CH:16]([CH2:25][C:26]1[CH:31]=[CH:30][C:29]([Cl:32])=[CH:28][CH:27]=1)[C:12]([OH:36])=[O:11])=[O:18])([CH3:23])([CH3:22])[CH3:21] |f:0.1|. Procedure details: LHMDS (28.3 mL, 28.3 mmol) was diluted into THF (90 mL) and cooled to −78° C. tert-Butyl 2-oxopyrrolidine-1-carboxylate (5.00 g, 27.0 mmol) was dissolved into THF (35 mL) and added to the LHMDS over a 5 minute period at −78° C. The reaction was allowed to stir for 45 minutes, and then a THF (35 mL) solution of 1-(bromomethyl)-4-chlorobenzene (5.82 g, 28.3 mmol, 1.05 equiv) was added. The reaction was allowed to stir at −78° C. for 1 hour, and then warmed to room temperature over 3 hours. The mix... Starting materials: N[C@H](COC1=NOC2=C1C=C(C=C2)Cl)CS(=O)C ((R)-3-(2-amino-3-methanesulfinylpropoxy)-5-chloro-1,2-benzoisoxazole), CC(C)O (2-propanol), Cl (hydrogen chloride). The solvent is C(Cl)Cl (methylene chloride). The product is Cl.N[C@H](COC1=NOC2=C1C=C(C=C2)Cl)CS(=O)C ((R)-3-(2-amino-3-methanesulfinylpropoxy)-5-chloro-1,2-benzoisoxazole hydrochloride). RXN SMILES: [NH2:1][C@@H:2]([CH2:15][S:16]([CH3:18])=[O:17])[CH2:3][O:4][C:5]1[C:9]2[CH:10]=[C:11]([Cl:14])[CH:12]=[CH:13][C:8]=2[O:7][N:6]=1.CC(O)C.Cl>C(Cl)Cl>[ClH:14].[NH2:1][C@@H:2]([CH2:15][S:16]([CH3:18])=[O:17])[CH2:3][O:4][C:5]1[C:9]2[CH:10]=[C:11]([Cl:14])[CH:12]=[CH:13][C:8]=2[O:7][N:6]=1 |f:4.5|. Reported procedure: To a solution of 0.14 g of (R)-3-(2-amino-3-methanesulfinylpropoxy)-5-chloro-1,2-benzoisoxazole in 2 ml of methylene chloride is added 0.4 ml of a 2-propanol solution (6.5M) of hydrogen chloride, and the crystals precipitated are collected by filtration, to obtain 0.07 g of colorless, crystalline (R)-3-(2-amino-3-methanesulfinylpropoxy)-5-chloro-1,2-benzoisoxazole hydrochloride. Starting materials: CO, CC=O, O=Cc1ccccc1, NNc1ccccc1, c1ccncc1. The product is CC=NNc1ccccc1. RXN SMILES: [CH3:12][OH:13].[CH:1]([CH3:2])=[O:3].[CH:4]([c:5]1[cH:6][cH:7][cH:8][cH:9][cH:10]1)=[O:11].[NH2:14][NH:15][c:16]1[cH:17][cH:18][cH:19][cH:20][cH:21]1.[cH:22]1[cH:23][cH:24][n:25][cH:26][cH:27]1>>[CH:1]([CH3:2])=[N:14][NH:15][c:16]1[cH:17][cH:18][cH:19][cH:20][cH:21]1.